Dataset: the Open Reaction Database (ORD), a public repository of structured organic reaction records. Task: describe an organic reaction: reactants, conditions, products, and yield Starting materials: COC(=O)c1cc(Cl)ccc1NC(=O)COCC(=O)O, Nc1cccc(-c2cnco2)c1. Yields the product COC(=O)c1cc(Cl)ccc1NC(=O)COCC(=O)Nc1cccc(-c2cnco2)c1. As a reaction SMILES: [Cl:13][c:14]1[cH:15][c:16]([C:29](=[O:30])[O:31][CH3:32])[c:17]([NH:20][C:21]([CH2:22][O:23][CH2:24][C:25](=[O:26])[OH:27])=[O:28])[cH:18][cH:19]1.[o:1]1[cH:2][n:3][cH:4][c:5]1-[c:6]1[cH:7][c:8]([NH2:9])[cH:10][cH:11][cH:12]1>>[o:1]1[cH:2][n:3][cH:4][c:5]1-[c:6]1[cH:7][c:8]([NH:9][C:25]([CH2:24][O:23][CH2:22][C:21]([NH:20][c:17]2[c:16]([C:29](=[O:30])[O:31][CH3:32])[cH:15][c:14]([Cl:13])[cH:19][cH:18]2)=[O:28])=[O:26])[cH:10][cH:11][cH:12]1. The reactants are BrCC(=O)OCC (ethyl bromoacetate), ON1C(C=2C(C1=O)=CC=CC2)=O (N-hydroxyphthalimide), CCN(C(C)C)C(C)C (Hunig base), [Cl-].[NH4+] (ammonium chloride). Run in CN(C=O)C (dimethylformamide). Reaction conditions: temperature 80 celsius, time 8 hour. Product: C(C)OC(CON1C(C2=CC=CC=C2C1=O)=O)=O ((1,3-dioxo-1,3-dihydro-isoindol-2-yloxy)-acetic acid ethyl ester). Isolated yield 59.7%. As a reaction SMILES: Br[CH2:2][C:3]([O:5][CH2:6][CH3:7])=[O:4].[OH:8][N:9]1[C:13](=[O:14])[C:12]2=[CH:15][CH:16]=[CH:17][CH:18]=[C:11]2[C:10]1=[O:19].CCN(C(C)C)C(C)C.[Cl-].[NH4+]>CN(C)C=O>[CH2:6]([O:5][C:3](=[O:4])[CH2:2][O:8][N:9]1[C:13](=[O:14])[C:12]2[C:11](=[CH:18][CH:17]=[CH:16][CH:15]=2)[C:10]1=[O:19])[CH3:7] |f:3.4|. Reported procedure: To a solution of ethyl bromoacetate (2.05 g, 12.3 mmol) in dimethylformamide (15 ml), N-hydroxyphthalimide (3.04 g, 18.4 mmol) and Hunig base (N,N-diisopropylethylamine, 4.24 mL) were added at room temperature, and the mixture was stirred at 80° C. overnight. The reaction solution was poured into saturated aqueous solution of ammonium chloride, and the resulting mixture was extracted with ethyl acetate (3×40 ml). The combined organic layer was washed with saturated brine (2×30 ml), dried over Na... Starting materials: C=O, CNCCC1(c2cccc(OC)c2)C=CCCC1, O=CO. Yields the product COc1cccc(C2(CCN(C)C)C=CCCC2)c1. As a reaction SMILES: [CH2:19]=[O:20].[CH3:1][O:2][c:3]1[cH:4][c:5]([C:9]2([CH2:15][CH2:16][NH:17][CH3:18])[CH:10]=[CH:11][CH2:12][CH2:13][CH2:14]2)[cH:6][cH:7][cH:8]1.[CH:21]([OH:22])=[O:23]>>[CH3:1][O:2][c:3]1[cH:4][c:5]([C:9]2([CH2:15][CH2:16][N:17]([CH3:18])[CH3:19])[CH:10]=[CH:11][CH2:12][CH2:13][CH2:14]2)[cH:6][cH:7][cH:8]1. Starting materials: NC1=NC=CC=C1 (2-aminopyridine), ClCC(=O)C1=C(C=C(C=C1)Cl)Cl (2,2′,4′-trichloroacetophenone), ClCC(=O)C1=C(C=C(C=C1)Cl)Cl (2,2′, 4′-trichloroacetophenone), C(C)(=O)OCC (Ethyl acetate), C([O-])(O)=O.[Na+] (sodium bicarbonate). The solvent is C(C)O (ethanol). Conditions: time 14 hour. The product is ClC1=C(C=CC(=C1)Cl)C=1N=C2N(C=CC=C2)C1 (2-(2,4-dichlorophenyl)-imidazo[1,2-a]pyridine). Isolated yield 38.3%. Reaction SMILES: [NH2:1][C:2]1[CH:7]=[CH:6][CH:5]=[CH:4][N:3]=1.Cl[CH2:9][C:10]([C:12]1[CH:17]=[CH:16][C:15]([Cl:18])=[CH:14][C:13]=1[Cl:19])=O.C(OCC)(=O)C.C(=O)(O)[O-].[Na+]>C(O)C>[Cl:19][C:13]1[CH:14]=[C:15]([Cl:18])[CH:16]=[CH:17][C:12]=1[C:10]1[N:1]=[C:2]2[CH:7]=[CH:6][CH:5]=[CH:4][N:3]2[CH:9]=1 |f:3.4|. Reported procedure: A mixture of 8.4 g (89.2 mmol) 2-aminopyridine and 20.1 g (89.9 mmol) of 2,2′,4′-trichloroacetophenone in 300 ml of ethanol was heated at reflux with stirring for 14 h. At this point, another 5.0 g (22.4 mmol) of 2,2′, 4′-trichloroacetophenone was added and the reaction mixture heated an additional 6 h. Ethyl acetate (400 ml) and excess saturated aqueous sodium bicarbonate were slowly added. After thorough mixing, the ethyl acetate layer was separated and washed with two fold excess water, satur... Conditions: time 45 minute. Run in C(Cl)Cl (methylene chloride), C(Cl)Cl (methylene chloride). Yields the product CC1(N(C(N(C1=O)C1=CC(=C(C#N)C=C1)C(F)(F)F)=O)CCCCI)C (4-(4,4-dimethyl-2,5-dioxo-3-(4-iodobutyl)-1-imidazolidinyl)-2-(trifluoromethyl)-benzonitrile). The reactants are C1(=CC=CC=C1)P(C1=CC=CC=C1)C1=CC=CC=C1 (triphenyl phosphine), N1C=NC=C1 (imidazole), II (iodine), CC1(N(C(N(C1=O)C1=CC(=C(C#N)C=C1)C(F)(F)F)=O)CCCCO)C (4-(4,4-dimethyl-2,5-dioxo-3-(4-hydroxybutyl)-1-imidazolidinyl)-2-(trifluoromethyl)-benzonitrile). RXN SMILES: C1(P(C2C=CC=CC=2)C2C=CC=CC=2)C=CC=CC=1.N1C=CN=C1.[I:25]I.[CH3:27][C:28]1([CH3:52])[C:32](=[O:33])[N:31]([C:34]2[CH:41]=[CH:40][C:37]([C:38]#[N:39])=[C:36]([C:42]([F:45])([F:44])[F:43])[CH:35]=2)[C:30](=[O:46])[N:29]1[CH2:47][CH2:48][CH2:49][CH2:50]O>C(Cl)Cl>[CH3:27][C:28]1([CH3:52])[C:32](=[O:33])[N:31]([C:34]2[CH:41]=[CH:40][C:37]([C:38]#[N:39])=[C:36]([C:42]([F:45])([F:44])[F:43])[CH:35]=2)[C:30](=[O:46])[N:29]1[CH2:47][CH2:48][CH2:49][CH2:50][I:25]. Procedure details: 787 mg of triphenyl phosphine, 204 mg of imidazole, 762 mg of iodine and 5 ml of methylene chloride are introduced, the suspension is agitated for 45 minutes at ambient temperature, then over about 3 minutes, 1.1 g of 4-(4,4-dimethyl-2,5-dioxo-3-(4-hydroxybutyl)-1-imidazolidinyl)-2-(trifluoromethyl)-benzonitrile obtained in Example 1 of EP 0,580,459 in 7 ml of methylene chloride is added. Rinsing is carried out with 1 ml of methylene chloride followed by agitation for 4 hours at ambient temperat... The reactants are O=C([O-])[O-], CCC(CC)C(=O)O, CC(C)=O, COS(=O)(=O)OC, [K+], [K+]. The product is CCC(CC)C(=O)OC. As a reaction SMILES: [C:16](=[O:17])([O-:18])[O-:19].[CH2:1]([CH3:2])[CH:3]([C:4](=[O:5])[OH:6])[CH2:7][CH3:8].[CH3:22][C:23](=[O:24])[CH3:25].[CH3:9][O:10][S:11]([O:12][CH3:13])(=[O:14])=[O:15].[K+:20].[K+:21]>>[CH2:1]([CH3:2])[CH:3]([C:4](=[O:5])[O:6][CH3:9])[CH2:7][CH3:8]. The reactants are CCOC(=O)Cn1cnc(-c2cc3nccc(Cl)c3s2)c1, ClCCl, O=[N+]([O-])c1ccc(O)c(F)c1, [K+], [K+], O=C([O-])[O-], c1ccc(Oc2ccccc2)cc1. The product is CCOC(=O)Cn1cnc(-c2cc3nccc(Oc4ccc([N+](=O)[O-])cc4F)c3s2)c1. As a reaction SMILES: [Cl:1][c:2]1[c:3]2[c:4]([n:5][cH:6][cH:7]1)[cH:8][c:9](-[c:11]1[n:12][cH:13][n:14]([CH2:16][C:17](=[O:18])[O:19][CH2:20][CH3:21])[cH:15]1)[s:10]2.[Cl:52][CH2:53][Cl:54].[F:22][c:23]1[c:24]([OH:32])[cH:25][cH:26][c:27]([N+:29](=[O:30])[O-:31])[cH:28]1.[K+:33].[K+:34].[O-:35][C:36]([O-:37])=[O:38].[O:39]([c:40]1[cH:41][cH:42][cH:43][cH:44][cH:45]1)[c:46]1[cH:47][cH:48][cH:49][cH:50][cH:51]1>>[c:2]1([O:32][c:24]2[c:23]([F:22])[cH:28][c:27]([N+:29](=[O:30])[O-:31])[cH:26][cH:25]2)[c:3]2[c:4]([n:5][cH:6][cH:7]1)[cH:8][c:9](-[c:11]1[n:12][cH:13][n:14]([CH2:16][C:17](=[O:18])[O:19][CH2:20][CH3:21])[cH:15]1)[s:10]2. Starting materials: ClCc1ccc(-n2ccnc2)cc1, Cl, O=C(O)CC1CCCc2c([nH]c3ccc(F)cc23)C1, [H-], [Na+], CN(C)C=O, O. The product is O=C(O)CC1CCCc2c(n(Cc3ccc(-n4ccnc4)cc3)c3ccc(F)cc23)C1. RXN SMILES: [Cl:23][CH2:24][c:25]1[cH:26][cH:27][c:28](-[n:31]2[cH:32][n:33][cH:34][cH:35]2)[cH:29][cH:30]1.[ClH:22].[F:1][c:2]1[cH:3][c:4]2[c:5]3[c:6]([nH:7][c:8]2[cH:9][cH:10]1)[CH2:11][CH:12]([CH2:16][C:17](=[O:18])[OH:19])[CH2:13][CH2:14][CH2:15]3.[H-:21].[Na+:20].[O:37]=[CH:38][N:39]([CH3:40])[CH3:41].[OH2:36]>>[F:1][c:2]1[cH:3][c:4]2[c:5]3[c:6]([n:7]([CH2:24][c:25]4[cH:26][cH:27][c:28](-[n:31]5[cH:32][n:33][cH:34][cH:35]5)[cH:29][cH:30]4)[c:8]2[cH:9][cH:10]1)[CH2:11][CH:12]([CH2:16][C:17](=[O:18])[OH:19])[CH2:13][CH2:14][CH2:15]3. Reactants: C1CCOC1, CC(C)C(=NO)c1c(-c2ccccc2)nn2ccccc12, C[Si](C)(C)N=C=O, c1ccncc1. The product is CC(C)C(=NOC(N)=O)c1c(-c2ccccc2)nn2ccccc12. RXN SMILES: [CH2:35]1[O:36][CH2:37][CH2:38][CH2:39]1.[CH3:1][CH:2]([C:3](=[N:4][OH:5])[c:6]1[c:7](-[c:15]2[cH:16][cH:17][cH:18][cH:19][cH:20]2)[n:8][n:9]2[c:10]1[cH:11][cH:12][cH:13][cH:14]2)[CH3:21].[CH3:22][Si:23]([CH3:24])([CH3:25])[N:26]=[C:27]=[O:28].[cH:29]1[cH:30][cH:31][n:32][cH:33][cH:34]1>>[CH3:1][CH:2]([C:3](=[N:4][O:5][C:27]([NH2:26])=[O:28])[c:6]1[c:7](-[c:15]2[cH:16][cH:17][cH:18][cH:19][cH:20]2)[n:8][n:9]2[c:10]1[cH:11][cH:12][cH:13][cH:14]2)[CH3:21]. Reactants: NC1=NC=CC=C1Br (2-Amino-3-bromopyridine), O(C(=S)[S-])CC.[K+] (potassium ethyl xanthate), Cl (HCl). Solvent: CN(C)C=O (DMF). Reaction conditions: time 1 hour. The product is ClC=1SC=2C(=NC=CC2)N1 (2-chlorothiazolo[4,5-b]pyridine). As a reaction SMILES: [NH2:1][C:2]1[C:7](Br)=[CH:6][CH:5]=[CH:4][N:3]=1.O(CC)[C:10]([S-:12])=S.[K+].[ClH:16]>CN(C=O)C>[Cl:16][C:10]1[S:12][C:7]2[C:2]([N:1]=1)=[N:3][CH:4]=[CH:5][CH:6]=2 |f:1.2|. Reported procedure: 2-Amino-3-bromopyridine (1.0 g, 5.8 mmol) and potassium ethyl xanthate (2.22 g, 13.9 mmol) were heated to 130° C. in DMF (5 mL) overnight. After cooling to rt, the reaction mixture was diluted with 1 M aqueous HCl (30 mL) and stirred at rt for an additional 1 h. The resulting solid was collected by filtration, washed with water (2×), and air-dried. The material was suspended in CH2Cl2 (2 mL) and sulfuryl chloride (5 mL) was added. After 2 h, water (30 mL) was added to decompose the excess sulfur...